Dataset: the Open Reaction Database (ORD), a public repository of structured organic reaction records. Task: describe an organic reaction: reactants, conditions, products, and yield Starting materials: FC1=C(C=C(C=C1)C=1C(=NC=CN1)C1CN(C1)C1=NC2=CC=CC=C2C=C1)OC (2-{3-[3-(4-fluoro-3-methoxy-phenyl)-pyrazin-2-yl]-azetidin-1-yl}-quinoline), B(Br)(Br)Br (BBr3). The solvent is O (water), ClCCCl (1,2-dichloro-ethane). Run at time 2 hour. Yields the product FC1=C(C=C(C=C1)C1=NC=CN=C1C1CN(C1)C1=NC2=CC=CC=C2C=C1)O (2-fluoro-5-[3-(1-quinolin-2-yl-azetidin-3-yl)-pyrazin-2-yl]-phenol). Yield: 62.0%. As a reaction SMILES: [F:1][C:2]1[CH:7]=[CH:6][C:5]([C:8]2[C:9]([CH:14]3[CH2:17][N:16]([C:18]4[CH:27]=[CH:26][C:25]5[C:20](=[CH:21][CH:22]=[CH:23][CH:24]=5)[N:19]=4)[CH2:15]3)=[N:10][CH:11]=[CH:12][N:13]=2)=[CH:4][C:3]=1[O:28]C.B(Br)(Br)Br>ClCCCl.O>[F:1][C:2]1[CH:7]=[CH:6][C:5]([C:8]2[C:9]([CH:14]3[CH2:17][N:16]([C:18]4[CH:27]=[CH:26][C:25]5[C:20](=[CH:21][CH:22]=[CH:23][CH:24]=5)[N:19]=4)[CH2:15]3)=[N:10][CH:11]=[CH:12][N:13]=2)=[CH:4][C:3]=1[OH:28]. Reported procedure: To a solution of 2-{3-[3-(4-fluoro-3-methoxy-phenyl)-pyrazin-2-yl]-azetidin-1-yl}-quinoline (193 mg, 0.5 mmol) in 1,2-dichloro-ethane (5 mL) was added BBr3 (250 mg, 1.0 mmol). The reaction mixture was stirred at RT for 2 h. The reaction mixture was diluted with water, extracted with DCM (2×30 mL). The combined organic extracts were washed with water (20 mL) and brine (20 mL), dried over Na2SO4 and filtered. The filtrate was evaporated in vacuo and the residue was purified by flash column chromat... The reactants are CCCCO, CC(C)Oc1ccc(-c2nc(-c3cccc4c(Cl)nccc34)no2)cc1Cl, CCOC(=O)C1CCNCC1. Yields the product CCOC(=O)C1CCN(c2nccc3c(-c4noc(-c5ccc(OC(C)C)c(Cl)c5)n4)cccc23)CC1. RXN SMILES: [CH2:39]([OH:40])[CH2:41][CH2:42][CH3:43].[Cl:1][c:2]1[n:3][cH:4][cH:5][c:6]2[c:7](-[c:12]3[n:13][o:14][c:15](-[c:17]4[cH:18][c:19]([Cl:27])[c:20]([O:23][CH:24]([CH3:25])[CH3:26])[cH:21][cH:22]4)[n:16]3)[cH:8][cH:9][cH:10][c:11]12.[NH:28]1[CH2:29][CH2:30][CH:31]([C:34](=[O:35])[O:36][CH2:37][CH3:38])[CH2:32][CH2:33]1>>[c:2]1([N:28]2[CH2:29][CH2:30][CH:31]([C:34](=[O:35])[O:36][CH2:37][CH3:38])[CH2:32][CH2:33]2)[n:3][cH:4][cH:5][c:6]2[c:7](-[c:12]3[n:13][o:14][c:15](-[c:17]4[cH:18][c:19]([Cl:27])[c:20]([O:23][CH:24]([CH3:25])[CH3:26])[cH:21][cH:22]4)[n:16]3)[cH:8][cH:9][cH:10][c:11]12. Reactants: CC(=O)OCC1OC(OC(C)=O)C(OC(C)=O)C1OC(C)=O, O=[N+]([O-])c1ccc(OP(=O)([O-])Oc2ccc([N+](=O)[O-])cc2)cc1, O=S(=O)(O)C(F)(F)F, COC(=O)c1nc[nH]n1. The product is COC(=O)c1ncn(C2OC(COC(C)=O)C(OC(C)=O)C2OC(C)=O)n1. RXN SMILES: [C:10]([O:11][CH:14]1[CH:15]([O:16][C:17]([CH3:18])=[O:19])[CH:20]([O:21][C:22]([CH3:23])=[O:24])[CH:25]([CH2:27][O:28][C:29]([CH3:30])=[O:31])[O:26]1)(=[O:12])[CH3:13].[N+:40]([c:41]1[cH:42][cH:43][c:44]([O:45][P:46]([O-:47])([O:48][c:49]2[cH:50][cH:51][c:52]([N+:53]([O-:54])=[O:55])[cH:56][cH:57]2)=[O:58])[cH:59][cH:60]1)([O-:61])=[O:62].[OH:32][S:33]([C:34]([F:35])([F:36])[F:37])(=[O:38])=[O:39].[nH:1]1[n:2][c:3]([C:6](=[O:7])[O:8][CH3:9])[n:4][cH:5]1>>[n:1]1([CH:14]2[CH:15]([O:16][C:17]([CH3:18])=[O:19])[CH:20]([O:21][C:22]([CH3:23])=[O:24])[CH:25]([CH2:27][O:28][C:29]([CH3:30])=[O:31])[O:26]2)[n:2][c:3]([C:6](=[O:7])[O:8][CH3:9])[n:4][cH:5]1. Reactants: [I-].[K+] (potassium iodide), I(=O)C1=C(C(=O)O)C=CC(=C1)[N+](=O)[O-] (2-iodosyl-4-nitro-benzoic acid), C(C)(=O)O (acetic acid). Solvent: O (water). Reaction conditions: temperature 23 celsius, time 1 hour. Yields the product IC1=C(C(=O)O)C=CC(=C1)[N+](=O)[O-] (2-Iodo-4-nitrobenzoic acid). Reaction SMILES: [I-].[K+].[I:3]([C:5]1[CH:13]=[C:12]([N+:14]([O-:16])=[O:15])[CH:11]=[CH:10][C:6]=1[C:7]([OH:9])=[O:8])=O.C(O)(=O)C>O>[I:3][C:5]1[CH:13]=[C:12]([N+:14]([O-:16])=[O:15])[CH:11]=[CH:10][C:6]=1[C:7]([OH:9])=[O:8] |f:0.1|. Procedure details: Solid potassium iodide (55 g, 0.33 mol) was added in one portion to a suspension of 2-iodosyl-4-nitro-benzoic acid I-1a (54.9 g, 0.18 mol) in water (250 ml) and glacial acetic acid (50 ml). Over the next 5-10 minutes, the solids gradually went into solution and the solution turned from off-white to red. After stirring for one hour at 23° C., gaseous sulfur dioxide was bubbled through the reaction mixture until the red color dissipated and a pale green suspension had formed. The solids were colle... Reactants: FC=1C=C2C=3C[C@H](CCC3NC2=CC1)N[C@H](C)C1=CC=CC=C1 ((S)-6-fluoro-N—((R)-1-phenylethyl)-2,3,4,9-tetrahydro-1H-carbazol-3-amine), CO (MeOH), CC(=O)O (AcOH). Reagents/catalysts: [OH-].[OH-].[Pd+2] (Pd(OH)2). Run in C1CCOC1 (THF). Conditions: time 10 hour. The product is FC=1C=C2C=3C[C@H](CCC3NC2=CC1)N ((S)-6-fluoro-2,3,4,9-tetrahydro-1H-carbazol-3-amine). As a reaction SMILES: [F:1][C:2]1[CH:3]=[C:4]2[C:12](=[CH:13][CH:14]=1)[NH:11][C:10]1[CH2:9][CH2:8][C@H:7]([NH:15][C@@H](C3C=CC=CC=3)C)[CH2:6][C:5]2=1.CO.CC(O)=O>C1COCC1.[OH-].[OH-].[Pd+2]>[F:1][C:2]1[CH:3]=[C:4]2[C:12](=[CH:13][CH:14]=1)[NH:11][C:10]1[CH2:9][CH2:8][C@H:7]([NH2:15])[CH2:6][C:5]2=1 |f:4.5.6|. Procedure: To a degassed solution of (S)-6-fluoro-N—((R)-1-phenylethyl)-2,3,4,9-tetrahydro-1H-carbazol-3-amine (8.96 g, 0.029 mol) in a mixture of THF (60 ml), MeOH (20 ml) and AcOH (10 ml) was added 20% Pd(OH)2 (1.34 g). The mixture was evacuated three times and the reaction was set under 1 atm (balloon) H2. It was stirred at rt for 10 h and filtered over celite. The pad was rinsed with THF/MeOH and the filtrate was concentrated to 50 ml. The residue was dissolved in EA, and washed with 1N NaOH. The aqueo... Reactants: CC1=C(C(=O)OC)C=C(C(=C1)C)C1=C(C=NN1COCC[Si](C)(C)C)C (methyl 2,4-dimethyl-5-(4-methyl-1-((2-(trimethylsilyl)ethoxy)methyl)-1H-pyrazol-5-yl)benzoate), CC1=C(C(=O)OC)C=C(C(=C1)C)C1=C(C=NN1COCC[Si](C)(C)C)C (methyl 2,4-dimethyl-5-(4-methyl-1-((2-(trimethylsilyl)ethoxy)methyl)-1H-pyrazol-5-yl)benzoate), C1CC(=O)N(C1=O)Cl (NCS). Solvent: C(C)#N (acetonitrile). Run at time 8 hour. Product: ClC1=NN(C(=C1C)C=1C(=CC(=C(C(=O)OC)C1)C)C)COCC[Si](C)(C)C (Methyl 5-(3-chloro-4-methyl-1-((2-(trimethylsilyl)ethoxy)methyl)-1H-pyrazol-5-yl)-2,4-dimethylbenzoate). The yield is 61.0%. Reaction SMILES: [CH3:1][C:2]1[CH:11]=[C:10]([CH3:12])[C:9]([C:13]2[N:17]([CH2:18][O:19][CH2:20][CH2:21][Si:22]([CH3:25])([CH3:24])[CH3:23])[N:16]=[CH:15][C:14]=2[CH3:26])=[CH:8][C:3]=1[C:4]([O:6][CH3:7])=[O:5].C1C(=O)N([Cl:34])C(=O)C1>C(#N)C>[Cl:34][C:15]1[C:14]([CH3:26])=[C:13]([C:9]2[C:10]([CH3:12])=[CH:11][C:2]([CH3:1])=[C:3]([CH:8]=2)[C:4]([O:6][CH3:7])=[O:5])[N:17]([CH2:18][O:19][CH2:20][CH2:21][Si:22]([CH3:25])([CH3:23])[CH3:24])[N:16]=1. Reported procedure: To a solution of methyl 2,4-dimethyl-5-(4-methyl-1-((2-(trimethylsilyl)ethoxy)methyl)-1H-pyrazol-5-yl)benzoate (compound 250.3, 3.0 g, 8.02 mmol) in acetonitrile (20 mL) was added NCS (1.07 g, 8.02 mmol). The mixture was stirred at room temperature overnight, then partitioned between EtOAc (200 mL) and water (50 mL). The organic layer was washed with saturated sodium thiosulfate (50 mL), brine (50 mL), dried (MgSO4) and concentrated under reduced pressure. The residue was purified with by silica...